Dataset: the Open Reaction Database (ORD), a public repository of structured organic reaction records. Task: describe an organic reaction: reactants, conditions, products, and yield Yields the product C(#N)C1=C(C=CC=C1)S(=O)(=O)NC=1SC=C(N1)CC(=O)OCC (Ethyl (2-{[(2-cyanophenyl)sulfonyl]amino}-1,3-thiazol-4-yl)acetate), solid. Procedure details: The title compound was prepared from ethyl 2-amino-4-thiazolylacetate and 2-cyanobenzenesulfonyl chloride as described in the synthetic METHOD B to give a white solid (24.6 mg) with purity >90%. MS (pos) m/z 352.2. Starting materials: NC=1SC=C(N1)CC(=O)OCC (ethyl 2-amino-4-thiazolylacetate), C(#N)C1=C(C=CC=C1)S(=O)(=O)Cl (2-cyanobenzenesulfonyl chloride). As a reaction SMILES: [NH2:1][C:2]1[S:3][CH:4]=[C:5]([CH2:7][C:8]([O:10][CH2:11][CH3:12])=[O:9])[N:6]=1.[C:13]([C:15]1[CH:20]=[CH:19][CH:18]=[CH:17][C:16]=1[S:21](Cl)(=[O:23])=[O:22])#[N:14]>>[C:13]([C:15]1[CH:20]=[CH:19][CH:18]=[CH:17][C:16]=1[S:21]([NH:1][C:2]1[S:3][CH:4]=[C:5]([CH2:7][C:8]([O:10][CH2:11][CH3:12])=[O:9])[N:6]=1)(=[O:23])=[O:22])#[N:14]. Reactants: COCCCC(=O)Cl (4-methoxybutyryl chloride), NC1=C(COC2CN(CCC2C2=CC=C(C=C2)OCCCOCC2=C(C=CC=C2)OC)C(=O)OC(C)(C)C)C=CC(=C1)C (tert-butyl 3-(2-amino-4-methylbenzyloxy)-4-{4-[3-(2-methoxybenzyloxy)propoxy]phenyl}piperidine-1-carboxylate). Run in N1=CC=CC=C1 (pyridine), ClCCl (dichloromethane). Yields the product COC1=C(COCCCOC2=CC=C(C=C2)C2C(CN(CC2)C(=O)OC(C)(C)C)OCC2=C(C=C(C=C2)C)NC(CCCOC)=O)C=CC=C1 (tert-Butyl 4-{4-[3-(2-methoxybenzyloxy)propoxy]phenyl}-3-[2-(4-methoxybutyrylamino)-4-methylbenzyloxy]piperidine-1-carboxylate), SiO2. Reaction SMILES: [NH2:1][C:2]1[CH:42]=[C:41]([CH3:43])[CH:40]=[CH:39][C:3]=1[CH2:4][O:5][CH:6]1[CH:11]([C:12]2[CH:17]=[CH:16][C:15]([O:18][CH2:19][CH2:20][CH2:21][O:22][CH2:23][C:24]3[CH:29]=[CH:28][CH:27]=[CH:26][C:25]=3[O:30][CH3:31])=[CH:14][CH:13]=2)[CH2:10][CH2:9][N:8]([C:32]([O:34][C:35]([CH3:38])([CH3:37])[CH3:36])=[O:33])[CH2:7]1.[CH3:44][O:45][CH2:46][CH2:47][CH2:48][C:49](Cl)=[O:50]>N1C=CC=CC=1.ClCCl>[CH3:31][O:30][C:25]1[CH:26]=[CH:27][CH:28]=[CH:29][C:24]=1[CH2:23][O:22][CH2:21][CH2:20][CH2:19][O:18][C:15]1[CH:16]=[CH:17][C:12]([CH:11]2[CH2:10][CH2:9][N:8]([C:32]([O:34][C:35]([CH3:38])([CH3:37])[CH3:36])=[O:33])[CH2:7][CH:6]2[O:5][CH2:4][C:3]2[CH:39]=[CH:40][C:41]([CH3:43])=[CH:42][C:2]=2[NH:1][C:49](=[O:50])[CH2:48][CH2:47][CH2:46][O:45][CH3:44])=[CH:13][CH:14]=1. Reported procedure: The solution of 0.278 g of tert-butyl 3-(2-amino-4-methylbenzyloxy)-4-{4-[3-(2-methoxybenzyloxy)propoxy]phenyl}piperidine-1-carboxylate in 0.046 ml of pyridine and 2.3 ml of dichloromethane is cooled to 0° C. and admixed slowly with 0.078 g of 4-methoxybutyryl chloride. The reaction mixture is concentrated by evaporation. The title compound is obtained as a yellowish oil from the residue by means of flash chromatography (SiO2 60F). Rf=0.06 (1:1 EtOAc-heptane); Rt=5.86. Reactants: O1C(OCC1)C1=C(C=CC(=C1)OC)[C@@H](CC(=O)N1C(OC[C@H]1C1=CC=CC=C1)=O)C1=CC2=CC=CC=C2C=C1 ((R)-3-((S)-3-(2-(1,3-dioxolan-2-yl)-4-methoxyphenyl)-3-(naphthalen-2-yl)propanoyl)-4-phenyloxazolidin-2-one), C1CCOC1 (THF), S(=O)([O-])[O-].[Na+].[Na+] (sodium sulfite), OO (hydrogen peroxide), [OH-].[Li+] (lithium hydroxide). The solvent is O (water), O (water), O (water). Conditions: temperature 0 celsius, time 30 minute. RXN SMILES: [O:1]1[CH2:5][CH2:4][O:3][CH:2]1[C:6]1[CH:11]=[C:10]([O:12][CH3:13])[CH:9]=[CH:8][C:7]=1[C@H:14]([C:30]1[CH:39]=[CH:38][C:37]2[C:32](=[CH:33][CH:34]=[CH:35][CH:36]=2)[CH:31]=1)[CH2:15]C(N1[C@H](C2C=CC=CC=2)COC1=O)=O.[OH:40]O.[OH-].[Li+].S([O-])([O-])=O.[Na+].[Na+].C1[CH2:54][O:53]CC1>O>[O:3]1[CH2:4][CH2:5][O:1][CH:2]1[C:6]1[CH:11]=[C:10]([O:12][CH3:13])[CH:9]=[CH:8][C:7]=1[C@H:14]([C:30]1[CH:39]=[CH:38][C:37]2[C:32](=[CH:33][CH:34]=[CH:35][CH:36]=2)[CH:31]=1)[CH2:15][C:54]([OH:53])=[O:40] |f:2.3,4.5.6|. Product: O1C(OCC1)C1=C(C=CC(=C1)OC)[C@@H](CC(=O)O)C1=CC2=CC=CC=C2C=C1 ((S)-3-(2-(1,3-dioxolan-2-yl)-4-methoxyphenyl)-3-(naphthalen-2-yl)propanoic acid). Reported procedure: To a solution of Compound 22 (0.55 g, 1.0 mmol) in a mixture of THF (12 mL) and water (4 mL) at 0° C. was added hydrogen peroxide (0.41 mL, 30% in water), followed by lithium hydroxide (48 mg, 2.0 mmol) in water (2.5 mL). The reaction solution was stirred at 0° C. for 1 h and room temperature for 30 min. A solution of sodium sulfite (0.78 g) in water (5 mL) was then added. After stirring at 0° C. for 10 min, the mixture was concentrated in vacuo to remove the organic solvent. The remaining aqueo... Run in C(Cl)Cl (CH2Cl2). The reagents and catalysts are C(C)(=O)[O-].[Cu+2].C(C)(=O)[O-] (copper(II) acetate). Procedure details: To a mixture of 5-((4-chlorophenylthio)methyl)pyridazin-3(2H)-one Part D (60 mg, 0.24 mmol), copper(II) acetate (95 mg, 0.48 mmol), and 4-(2-hydroxy-2-methylpropoxy)-3-methoxyphenylboronic acid Part D of Procedure 4 (114 mg, 0.48 mmol) in CH2Cl2 (20 mL) stirring at RT open to air was added pyridine (1.92 mL, 23.74 mmol) in portions over 4 hours. The mixture was poured into 3.0 N aqueous HCl (100 mL) and extracted with CH2Cl2. The CH2Cl2 layer was dried over Na2SO4 and concentrated. The crude pro... The product is ClC1=CC=C(C=C1)SCC1=CC(N(N=C1)C1=CC(=C(C=C1)OCC(C)(C)O)OC)=O (5-((4-chlorophenylthio)methyl)-2-(4-(2-hydroxy-2-methylpropoxy)-3-methoxyphenyl)pyridazin-3(2H)-one). RXN SMILES: [Cl:1][C:2]1[CH:7]=[CH:6][C:5]([S:8][CH2:9][C:10]2[CH:15]=[N:14][NH:13][C:12](=[O:16])[CH:11]=2)=[CH:4][CH:3]=1.[OH:17][C:18]([CH3:33])([CH3:32])[CH2:19][O:20][C:21]1[CH:26]=[CH:25][C:24](B(O)O)=[CH:23][C:22]=1[O:30][CH3:31].N1C=CC=CC=1.Cl>C(Cl)Cl.C([O-])(=O)C.[Cu+2].C([O-])(=O)C>[Cl:1][C:2]1[CH:7]=[CH:6][C:5]([S:8][CH2:9][C:10]2[CH:15]=[N:14][N:13]([C:24]3[CH:25]=[CH:26][C:21]([O:20][CH2:19][C:18]([OH:17])([CH3:33])[CH3:32])=[C:22]([O:30][CH3:31])[CH:23]=3)[C:12](=[O:16])[CH:11]=2)=[CH:4][CH:3]=1 |f:5.6.7|. Starting materials: ClC1=CC=C(C=C1)SCC1=CC(NN=C1)=O (5-((4-chlorophenylthio)methyl)pyridazin-3(2H)-one), OC(COC1=C(C=C(C=C1)B(O)O)OC)(C)C (4-(2-hydroxy-2-methylpropoxy)-3-methoxyphenylboronic acid), Cl (HCl), N1=CC=CC=C1 (pyridine). Starting materials: C1(=CC=C(C=C1)S(=O)(=O)NN=C1C(NC2=CC=CC=C12)=O)C (isatin-3-p-toluenesulfonylhydrazone), C(=O)=O (CO2), C(Cl)Cl (methylene chloride), C(Cl)Cl (methylene chloride). Run in [OH-].[Na+] (NaOH). Yields the product ClC1=C2C(C(NC2=C(C=C1)OC)=O)=[N+]=[N-] (4-Chloro-7-methoxy-3-diazooxindole). RXN SMILES: C1(C)C=CC(S([NH:10][N:11]=[C:12]2[C:20]3[C:15](=[CH:16][CH:17]=[CH:18][CH:19]=3)[NH:14][C:13]2=[O:21])(=O)=O)=CC=1.C(Cl)[Cl:24].[C:26](=[O:28])=O>[OH-].[Na+]>[Cl:24][C:19]1[CH:18]=[CH:17][C:16]([O:28][CH3:26])=[C:15]2[C:20]=1[C:12](=[N+:11]=[N-:10])[C:13](=[O:21])[NH:14]2 |f:3.4|. Reported procedure: 30.0 g (0.079 mole) of the isatin-3-p-toluenesulfonylhydrazone (prepared in part A) is suspended in 900 ml 0.2 N NaOH and heated slightly for ~30 minutes. The mixture is stirred for 22 hours at room temperature with a layer of methylene chloride (300 ml). The methylene chloride is stripped off and the aqueous phase saturated with CO2 (dry ice used). The light peach-colored precipitates are filtered off, washed with a small amount of H2O and dried in vacuo at 45° for 11/2 hours to give 19.2 g of ... Reactants: BrC(Br)(Br)Br (tetrabromomethane), OC1=CC=C(C=C1)CCCO (3-(4-hydroxyphenyl)-1-propanol), C1(=CC=CC=C1)P(C1=CC=CC=C1)C1=CC=CC=C1 (triphenylphosphine). Run in ClCCl (dichloromethane), ClCCl (dichloromethane). Run at time 2 day. Product: OC1=CC=C(C=C1)CCCBr (3-(4-hydroxyphenyl)-1-bromopropane). Yield: 62.0%. As a reaction SMILES: Br[C:2]([Br:5])(Br)Br.[OH:6][C:7]1[CH:12]=[CH:11][C:10]([CH2:13][CH2:14]CO)=[CH:9][CH:8]=1.C1(P(C2C=CC=CC=2)C2C=CC=CC=2)C=CC=CC=1>ClCCl>[OH:6][C:7]1[CH:12]=[CH:11][C:10]([CH2:13][CH2:14][CH2:2][Br:5])=[CH:9][CH:8]=1. Reported procedure: A solution of tetrabromomethane (1.125 eq.) in dichloromethane (0.5 ml/mole) was added dropwise to the solution of the commercially available 3-(4-hydroxyphenyl)-1-propanol 1B (1 eq.) and triphenylphosphine (1.125 eq.) in dichloromethane at 0° C. The reaction mixture was stirred at room temperature for 2 days, extracted with dichloromethane, and the organic layer was washed with water and dried over anhydrous magnesium sulfate. The solvent was removed in vacuo. the crude reaction mixture was fil... Reactants: C(C)OC([C@H](CC1=CC=C(C=C1)OCC(=O)O)OC)=O ((2S)-3-(4-carboxymethoxy-phenyl)-2-methoxy-propionic acid ethyl ester), C(C)NC(CC1=CC=C(C=C1)OC)C (ethyl-[2-(4-methoxy-phenyl)-1-methyl-ethyl]-amine), C(C)O[C@H](C(=O)O)CC1=CC=C(C=C1)O[C@H](C)C(NCCC1=CC=C(C=C1)OC1=CC=CC=C1)=O ((2S,1R)-2-ethoxy-3-(4-{1-[2-(4-phenoxy-phenyl)-ethylcarbamoyl]-ethoxy}-phenyl)-propionic acid). Yields the product C(C)N(C(=O)COC1=CC=C(C=C1)C[C@@H](C(=O)O)OC)C(CC1=CC=C(C=C1)OC)C ((2S)-3-[4-({ethyl-[2-(4-methoxy-phenyl)-1-methyl-ethyl]-carbamoyl}-methoxy)-phenyl]-2-methoxy-propionic acid). RXN SMILES: C([O:3][C:4](=[O:20])[C@@H:5]([O:18][CH3:19])[CH2:6][C:7]1[CH:12]=[CH:11][C:10]([O:13][CH2:14][C:15]([OH:17])=O)=[CH:9][CH:8]=1)C.[CH2:21]([NH:23][CH:24]([CH3:34])[CH2:25][C:26]1[CH:31]=[CH:30][C:29]([O:32][CH3:33])=[CH:28][CH:27]=1)[CH3:22].C(O[C@@H](CC1C=CC(O[C@@H](C(=O)NCCC2C=CC(OC3C=CC=CC=3)=CC=2)C)=CC=1)C(O)=O)C>>[CH2:21]([N:23]([CH:24]([CH3:34])[CH2:25][C:26]1[CH:27]=[CH:28][C:29]([O:32][CH3:33])=[CH:30][CH:31]=1)[C:15]([CH2:14][O:13][C:10]1[CH:9]=[CH:8][C:7]([CH2:6][C@H:5]([O:18][CH3:19])[C:4]([OH:3])=[O:20])=[CH:12][CH:11]=1)=[O:17])[CH3:22]. Procedure: The title compound was prepared from (2S)-3-(4-carboxymethoxy-phenyl)-2-methoxy-propionic acid ethyl ester (PREPARATION 3, step 2) and ethyl-[2-(4-methoxy-phenyl)-1-methyl-ethyl]-amine via the same procedure used for the preparation of (2S,1R)-2-ethoxy-3-(4-{1-[2-(4-phenoxy-phenyl)-ethylcarbamoyl]-ethoxy}-phenyl)-propionic acid (Example 1, step 3) to produce a colorless oil. MS (ES) for C24H31NO6 [M+H]+: 430. Reactants: CC(C)(C)O, COCCOC, COCCOC, O=C1CC2CCC(C1)S2, [C-]#[N+]CS(=O)(=O)c1ccc(C)cc1. Yields the product N#CC1CC2CCC(C1)S2. Reaction SMILES: [C:23]([OH:24])([CH3:25])([CH3:26])[CH3:27].[CH3:28][O:29][CH2:30][CH2:31][O:32][CH3:33].[CH3:34][O:35][CH2:36][CH2:37][O:38][CH3:39].[CH:1]12[CH2:2][C:3](=[O:9])[CH2:4][CH:5]([CH2:6][CH2:7]1)[S:8]2.[S:10]([c:12]1[cH:13][cH:14][c:15]([CH3:16])[cH:17][cH:18]1)(=[O:19])([CH2:20][N+:21]#[C-:11])=[O:22]>>[CH:1]12[CH2:2][CH:3]([C:20]#[N:21])[CH2:4][CH:5]([CH2:6][CH2:7]1)[S:8]2. Procedure details: This compound was obtained as a by product of the reduction of dimethyl 5-[({1-[(3,4-dichlorophenyl)methyl]-5-methyl-1H-1,2,3-triazol-4-yl}carbonyl)amino]-1,3-benzenedicarboxylate (Intermediate 14) in the preparation of N-[3,5-bis(hydroxymethyl)phenyl]-1-[(3,4-dichlorophenyl)methyl]-5-methyl-1H-1,2,3-triazole-4-carboxamide (Example 52). It was obtained as a white solid (5%) via recrystallisation from acetonitrile. HRMS calculated for C19H20Cl2N4O2 (M+H)+407.1042, found: 407.1022, Rt: 2.40 min. M... The solvent is C(C)#N (acetonitrile). Product: ClC=1C=C(C=CC1Cl)CN1N=NC(=C1C)CNC=1C=C(C=C(C1)CO)CO ({5-[({1-[(3,4-Dichlorophenyl)methyl]-5-methyl-1H-1,2,3-triazol-4-yl}methyl)amino]benzene-1,3-diyl}dimethanol). Reaction SMILES: [OH:1][CH2:2][C:3]1[CH:4]=[C:5]([NH:11][C:12]([C:14]2[N:15]=[N:16][N:17]([CH2:20][C:21]3[CH:26]=[CH:25][C:24]([Cl:27])=[C:23]([Cl:28])[CH:22]=3)[C:18]=2[CH3:19])=O)[CH:6]=[C:7]([CH2:9][OH:10])[CH:8]=1>C(#N)C>[Cl:28][C:23]1[CH:22]=[C:21]([CH2:20][N:17]2[C:18]([CH3:19])=[C:14]([CH2:12][NH:11][C:5]3[CH:6]=[C:7]([CH2:9][OH:10])[CH:8]=[C:3]([CH2:2][OH:1])[CH:4]=3)[N:15]=[N:16]2)[CH:26]=[CH:25][C:24]=1[Cl:27]. Yield: 5.0%. Starting materials: OCC=1C=C(C=C(C1)CO)NC(=O)C=1N=NN(C1C)CC1=CC(=C(C=C1)Cl)Cl (N-[3,5-bis(hydroxymethyl)phenyl]-1-[(3,4-dichlorophenyl)methyl]-5-methyl-1H-1,2,3-triazole-4-carboxamide). Reactants: COC1=C(C(=CC=C1)OC)C1CCCC(N1)=O (6-(2,6-dimethoxyphenyl)piperidin-2-one), BrCC=1C=CC(=NC1)OC1=CC=CC=C1 (5-(bromomethyl)-2-phenoxypyridine). Product: COC1=C(C(=CC=C1)OC)C1CCCC(N1CC=1C=NC(=CC1)OC1=CC=CC=C1)=O (6-(2,6-dimethoxyphenyl)-1-((6-phenoxypyridin-3-yl)methyl)piperidin-2-one). As a reaction SMILES: [CH3:1][O:2][C:3]1[CH:8]=[CH:7][CH:6]=[C:5]([O:9][CH3:10])[C:4]=1[CH:11]1[NH:16][C:15](=[O:17])[CH2:14][CH2:13][CH2:12]1.Br[CH2:19][C:20]1[CH:21]=[CH:22][C:23]([O:26][C:27]2[CH:32]=[CH:31][CH:30]=[CH:29][CH:28]=2)=[N:24][CH:25]=1>>[CH3:1][O:2][C:3]1[CH:8]=[CH:7][CH:6]=[C:5]([O:9][CH3:10])[C:4]=1[CH:11]1[N:16]([CH2:19][C:20]2[CH:25]=[N:24][C:23]([O:26][C:27]3[CH:28]=[CH:29][CH:30]=[CH:31][CH:32]=3)=[CH:22][CH:21]=2)[C:15](=[O:17])[CH2:14][CH2:13][CH2:12]1. Reported procedure: Prepared according to the described general procedure 4 (GP4) by reaction of 6-(2,6-dimethoxyphenyl)piperidin-2-one with 5-(bromomethyl)-2-phenoxypyridine. Subsequent purification by preparative HPLC afforded the target compound. LC-MS (conditions A): tR=0.84 min.; [M+H]+: 419.25 g/mol.